The task is: describe an organic reaction: reactants, conditions, products, and yield. This data is from the Open Reaction Database (ORD), a public repository of structured organic reaction records. Reactants: C(C)(C)(C)OC(N[C@@H]1CC[C@H](CC1)C1COC=2C=NC3=CC=C(C=C3C2C1)OC)=O ([trans-4-(6-methoxy-3,4-dihydro-2H-1-oxa-9-aza-phenanthren-3-yl)-cyclohexyl]-carbamic acid tert-butyl ester), O=C1NC2=C(SC1)C=CC(=N2)C(=O)O (3-oxo-3,4-dihydro-2H-pyrido[3,2-b][1,4]thiazine-6-carboxylic acid). Product: COC=1C=C2C=3CC(COC3C=NC2=CC1)[C@@H]1CC[C@H](CC1)NC(=O)C=1C=CC=2SCC(NC2N1)=O (3-oxo-3,4-dihydro-2H-pyrido[3,2-b][1,4]thiazine-6-carboxylic acid [trans-4-(6-methoxy-3,4-dihydro-2H-1-oxa-9-aza-phenanthren-3-yl)-cyclohexyl]-amide). RXN SMILES: C(O[C:6](=[O:30])[NH:7][C@H:8]1[CH2:13][CH2:12][C@H:11]([CH:14]2[CH2:27][C:26]3[C:25]4[C:20](=[CH:21][CH:22]=[C:23]([O:28][CH3:29])[CH:24]=4)[N:19]=[CH:18][C:17]=3[O:16][CH2:15]2)[CH2:10][CH2:9]1)(C)(C)C.[O:31]=[C:32]1[CH2:37][S:36][C:35]2[CH:38]=[CH:39][C:40](C(O)=O)=[N:41][C:34]=2[NH:33]1>>[CH3:29][O:28][C:23]1[CH:24]=[C:25]2[C:20](=[CH:21][CH:22]=1)[N:19]=[CH:18][C:17]1[O:16][CH2:15][CH:14]([C@H:11]3[CH2:12][CH2:13][C@H:8]([NH:7][C:6]([C:40]4[CH:39]=[CH:38][C:35]5[S:36][CH2:37][C:32](=[O:31])[NH:33][C:34]=5[N:41]=4)=[O:30])[CH2:9][CH2:10]3)[CH2:27][C:26]2=1. Procedure details: The titled compound is prepared as a white lyophilizated powder following Scheme 6 and in analogy to Example 1 using [trans-4-(6-methoxy-3,4-dihydro-2H-1-oxa-9-aza-phenanthren-3-yl)-cyclohexyl]-carbamic acid tert-butyl ester and 3-oxo-3,4-dihydro-2H-pyrido[3,2-b][1,4]thiazine-6-carboxylic acid as starting materials.